This data is from the Open Reaction Database (ORD), a public repository of structured organic reaction records. The task is: describe an organic reaction: reactants, conditions, products, and yield Reactants: CCOC(=O)OCC, C1CCOC1, Cl, CC(=O)c1ccc(F)cc1, [H-], [Na+], O. The product is CCOC(=O)CC(=O)c1ccc(F)cc1. As a reaction SMILES: [C:3]([O:4][CH2:5][CH3:6])([O:7][CH2:8][CH3:9])=[O:10].[CH2:22]1[O:23][CH2:24][CH2:25][CH2:26]1.[ClH:21].[F:11][c:12]1[cH:13][cH:14][c:15]([C:18]([CH3:19])=[O:20])[cH:16][cH:17]1.[H-:1].[Na+:2].[OH2:27]>>[C:3]([O:7][CH2:8][CH3:9])(=[O:10])[CH2:19][C:18]([c:15]1[cH:14][cH:13][c:12]([F:11])[cH:17][cH:16]1)=[O:20]. Reactants: [N+](=O)([O-])C1=CC(=C(C(=O)N2C=CC=NC3=C2C=CC=C3)C=C1)Cl (1-[4-Nitro-2-chlorobenzoyl]-1,5-benzodiazepine), BrCC(=O)OCC (ethyl bromoacetate), C1CCC2=NCCCN2CC1 (1,8-diazabicyclo[5.4.0]-7-undecene). Solvent: C(C)#N (acetonitrile). The product is [N+](=O)([O-])C1=CC(=C(C(=O)N2CCCN(C3=C2C=CC=C3)CC(=O)OCC)C=C1)Cl (1-(4-nitro-2-chlorobenzoyl)-5-ethoxycarbonylmethyl-2,3,4,5-tetrahydro-1H-1,5-benzodiazepine). As a reaction SMILES: [N+:1]([C:4]1[CH:22]=[CH:21][C:7]([C:8]([N:10]2[C:16]3[CH:17]=[CH:18][CH:19]=[CH:20][C:15]=3[N:14]=[CH:13][CH:12]=[CH:11]2)=[O:9])=[C:6]([Cl:23])[CH:5]=1)([O-:3])=[O:2].Br[CH2:25][C:26]([O:28][CH2:29][CH3:30])=[O:27].C1CCN2C(=NCCC2)CC1>C(#N)C>[N+:1]([C:4]1[CH:22]=[CH:21][C:7]([C:8]([N:10]2[C:16]3[CH:17]=[CH:18][CH:19]=[CH:20][C:15]=3[N:14]([CH2:25][C:26]([O:28][CH2:29][CH3:30])=[O:27])[CH2:13][CH2:12][CH2:11]2)=[O:9])=[C:6]([Cl:23])[CH:5]=1)([O-:3])=[O:2]. Procedure: 1-[4-Nitro-2-chlorobenzoyl]-1,5-benzodiazepine (5 g) and ethyl bromoacetate (16.7 ml) are dissolved in acetonitrile (100 ml), and thereto is added dropwise 1,8-diazabicyclo[5.4.0]-7-undecene (11.3 ml). The mixture is refluxed for two days, concentrated, and thereto are added water and chloroform, and extracted. The extract is dried over sodium carbonate, and purified by silica gel column chromatography (solvent; n-hexane:ethyl acetate=4:1→1:1) to give 1-(4-nitro-2-chlorobenzoyl)-5-ethoxycarbonyl...